From a dataset of the Open Reaction Database (ORD), a public repository of structured organic reaction records. describe an organic reaction: reactants, conditions, products, and yield Reactants: O=C(O)c1ccc(OCc2ccccc2)cc1OCc1ccccc1, CN(C)C=O, O=S(Cl)Cl. Yields the product O=C(Cl)c1ccc(OCc2ccccc2)cc1OCc1ccccc1. Reaction SMILES: [CH2:1]([c:2]1[cH:3][cH:4][cH:5][cH:6][cH:7]1)[O:8][c:9]1[c:10]([C:11](=[O:12])[OH:13])[cH:14][cH:15][c:16]([O:18][CH2:19][c:20]2[cH:21][cH:22][cH:23][cH:24][cH:25]2)[cH:17]1.[O:30]=[CH:31][N:32]([CH3:33])[CH3:34].[S:26]([Cl:27])([Cl:28])=[O:29]>>[CH2:1]([c:2]1[cH:3][cH:4][cH:5][cH:6][cH:7]1)[O:8][c:9]1[c:10]([C:11](=[O:12])[Cl:28])[cH:14][cH:15][c:16]([O:18][CH2:19][c:20]2[cH:21][cH:22][cH:23][cH:24][cH:25]2)[cH:17]1.